This data is from the Open Reaction Database (ORD), a public repository of structured organic reaction records. The task is: describe an organic reaction: reactants, conditions, products, and yield The reactants are C(C)C=1C=C(C(=NC1)N1CCN(CC1)C(=O)C1=CC=C(C=C1)N1C(OC[C@H]1CO)=O)C ((R)-3-{4-[4-(5-ethyl-3-methylpyridin-2-yl)piperazine-1-carbonyl]phenyl}-4-hydroxymethyloxazolidin-2-one), CI (methyl iodide). Yields the product C(C)C=1C=C(C(=NC1)N1CCN(CC1)C(=O)C1=CC=C(C=C1)N1C(OC[C@H]1COC)=O)C ((R)-3-{4-[4-(5-ethyl-3-methylpyridin-2-yl)piperazine-1-carbonyl]phenyl}-4-methoxymethyloxazolidin-2-one). The yield is 88.4%. As a reaction SMILES: [CH2:1]([C:3]1[CH:4]=[C:5]([CH3:31])[C:6]([N:9]2[CH2:14][CH2:13][N:12]([C:15]([C:17]3[CH:22]=[CH:21][C:20]([N:23]4[C@H:27]([CH2:28][OH:29])[CH2:26][O:25][C:24]4=[O:30])=[CH:19][CH:18]=3)=[O:16])[CH2:11][CH2:10]2)=[N:7][CH:8]=1)[CH3:2].[CH3:32]I>>[CH2:1]([C:3]1[CH:4]=[C:5]([CH3:31])[C:6]([N:9]2[CH2:10][CH2:11][N:12]([C:15]([C:17]3[CH:22]=[CH:21][C:20]([N:23]4[C@H:27]([CH2:28][O:29][CH3:32])[CH2:26][O:25][C:24]4=[O:30])=[CH:19][CH:18]=3)=[O:16])[CH2:13][CH2:14]2)=[N:7][CH:8]=1)[CH3:2]. Procedure: By reaction and treatment in the same manner as in Preparation Example 93 and using (R)-3-{4-[4-(5-ethyl-3-methylpyridin-2-yl)piperazine-1-carbonyl]phenyl}-4-hydroxymethyloxazolidin-2-one (637 mg) described in Example 307 and methyl iodide (255 mg), the title compound (582 mg) was obtained. Reactants: S(=O)(Cl)Cl (Thionyl chloride), C(C1=CC=CC=C1)(=O)C(C(=S)NCC(=O)O)C (N-(α-benzoylthiopropionyl)-glycine). Solvent: C1=CC=CC=C1 (benzene). Yields the product C(C1=CC=CC=C1)(=O)C(C(=S)NCC(=O)Cl)C (N-(α-benzoylthiopropionyl)-glycine chloride). Reaction SMILES: S(Cl)([Cl:3])=O.[C:5]([CH:13]([CH3:21])[C:14]([NH:16][CH2:17][C:18](O)=[O:19])=[S:15])(=[O:12])[C:6]1[CH:11]=[CH:10][CH:9]=[CH:8][CH:7]=1>C1C=CC=CC=1>[C:5]([CH:13]([CH3:21])[C:14]([NH:16][CH2:17][C:18]([Cl:3])=[O:19])=[S:15])(=[O:12])[C:6]1[CH:11]=[CH:10][CH:9]=[CH:8][CH:7]=1. Procedure: Thionyl chloride (10 g) is added to N-(α-benzoylthiopropionyl)-glycine (5.4 g) suspended in benzene (25 ml), with stirring. The reaction mixture is maintained at room temperature until all the solid has dissolved. The resulting yellow solution is evaporated in vacuo, taken up into benzene and again evaporated until all the remaining thionyl chloride has been removed. The residual oil is dissolved in 15 ml anhydrous chloroform. The reactants are O=C([O-])[O-], CC(C)c1noc(N2CCC(n3ncc4c(Cl)ncnc43)CC2)n1, CS(=O)(=O)c1ccc(O)c(F)c1, [K+], [K+], CN(C)C=O. The product is CC(C)c1noc(N2CCC(n3ncc4c(Oc5ccc(S(C)(=O)=O)cc5F)ncnc43)CC2)n1. Reaction SMILES: [C:37](=[O:38])([O-:39])[O-:40].[Cl:13][c:14]1[c:15]2[c:16]([n:17][cH:18][n:19]1)[n:20]([CH:23]1[CH2:24][CH2:25][N:26]([c:29]3[n:30][c:31]([CH:34]([CH3:35])[CH3:36])[n:32][o:33]3)[CH2:27][CH2:28]1)[n:21][cH:22]2.[F:1][c:2]1[c:3]([OH:12])[cH:4][cH:5][c:6]([S:8](=[O:9])(=[O:10])[CH3:11])[cH:7]1.[K+:41].[K+:42].[O:43]=[CH:44][N:45]([CH3:46])[CH3:47]>>[F:1][c:2]1[c:3]([O:12][c:14]2[c:15]3[c:16]([n:17][cH:18][n:19]2)[n:20]([CH:23]2[CH2:24][CH2:25][N:26]([c:29]4[n:30][c:31]([CH:34]([CH3:35])[CH3:36])[n:32][o:33]4)[CH2:27][CH2:28]2)[n:21][cH:22]3)[cH:4][cH:5][c:6]([S:8](=[O:9])(=[O:10])[CH3:11])[cH:7]1. The reactants are Br, COC(C)CN, CCO, CN=C1SCC(O)(c2ccc(Cl)c(S(=O)(=O)Cl)c2)N1C. The product is CN=C1SCC(O)(c2ccc(Cl)c(S(=O)(=O)NCC(C)OC)c2)N1C. RXN SMILES: [BrH:1].[CH3:22][O:23][CH:24]([CH2:25][NH2:26])[CH3:27].[CH3:28][CH2:29][OH:30].[Cl:2][c:3]1[c:4]([S:18](=[O:19])(=[O:20])[Cl:21])[cH:5][c:6]([C:9]2([OH:17])[N:10]([CH3:16])[C:11](=[N:14][CH3:15])[S:12][CH2:13]2)[cH:7][cH:8]1>>[Cl:2][c:3]1[c:4]([S:18](=[O:19])(=[O:20])[NH:26][CH2:25][CH:24]([O:23][CH3:22])[CH3:27])[cH:5][c:6]([C:9]2([OH:17])[N:10]([CH3:16])[C:11](=[N:14][CH3:15])[S:12][CH2:13]2)[cH:7][cH:8]1. The reactants are CCOC(=O)OCC, Cc1ccccc1, [H-], [Na+], CC(=O)c1ccc2ccccc2c1. Product: CCOC(=O)CC(=O)c1ccc2ccccc2c1. Reaction SMILES: [C:1]([O:2][CH2:3][CH3:4])([O:5][CH2:6][CH3:7])=[O:8].[CH3:24][c:25]1[cH:26][cH:27][cH:28][cH:29][cH:30]1.[H-:9].[Na+:10].[cH:11]1[c:12]([C:21](=[O:22])[CH3:23])[cH:13][cH:14][c:15]2[cH:16][cH:17][cH:18][cH:19][c:20]12>>[C:1]([O:5][CH2:6][CH3:7])(=[O:8])[CH2:23][C:21]([c:12]1[cH:11][c:20]2[c:15]([cH:14][cH:13]1)[cH:16][cH:17][cH:18][cH:19]2)=[O:22]. Reactants: ClCCCN1S(C=2C3=C1C=CC=C3C=CC2)(=O)=O (2-(3-chloropropyl)naphtho[1,8-cd]isothiazole 1,1-dioxide), C1=CC2=C3C(=C1)NS(=O)(=O)C3=CC=C2 (1,8-naphthosultam), [H-].[Na+] (sodium hydride), BrCCCCCl (1-bromo-4-chlorobutane). Run in CN(C=O)C (dimethylformamide). The product is ClCCCCN1S(C=2C3=C1C=CC=C3C=CC2)(=O)=O (2-(4-chlorobutyl)naphtho[1,8-cd]isothiazole 1,1-dioxide). As a reaction SMILES: Cl[CH2:2][CH2:3][CH2:4][N:5]1[C:9]2[CH:10]=[CH:11][CH:12]=[C:13]3[CH:14]=[CH:15][CH:16]=[C:7]([C:8]=23)[S:6]1(=[O:18])=[O:17].[H-].[Na+].BrCCC[CH2:25][Cl:26].C1C=C2NS(C3=CC=CC(=C23)C=1)(=O)=O>CN(C)C=O>[Cl:26][CH2:25][CH2:2][CH2:3][CH2:4][N:5]1[C:9]2[CH:10]=[CH:11][CH:12]=[C:13]3[CH:14]=[CH:15][CH:16]=[C:7]([C:8]=23)[S:6]1(=[O:18])=[O:17] |f:1.2|. Procedure details: 2-(4-Chlorobutyl)naphtho[1,8-cd]isothiazole 1,1-dioxide may be obtained in the following manner: operating as in Example 1 for the preparation of 2-(3-chloropropyl)naphtho[1,8-cd]isothiazole 1,1-dioxide, starting with sodium hydride (4.8 g) in a 50% dispersion in vaseline oil, 1-bromo-4-chlorobutane (11.9 cc) and 1,8-naphthosultam (20.5 in dimethylformamide (250 cc). After purification by flash-chromatography on a silica under a current of argon at medium pressure (0.5-1.5 bar) with a mixture of... Reactants: C[Mg]Cl (methylmagnesium chloride), FC1=C(C=CC(=C1OC)OC)C(C)=O (1-(2-fluoro-3,4-dimethoxyphenyl)ethanone), [NH4+].[Cl-] (NH4Cl). Solvent: CCCCCCC (heptane), C1CCOC1 (THF). Run at time 4 hour. Yields the product FC1=C(C=CC(=C1OC)OC)C(C)(C)O (2-(2-fluoro-3,4-dimethoxyphenyl)propan-2-ol). Reaction SMILES: [CH3:1][Mg]Cl.[F:4][C:5]1[C:10]([O:11][CH3:12])=[C:9]([O:13][CH3:14])[CH:8]=[CH:7][C:6]=1[C:15](=[O:17])[CH3:16].[NH4+].[Cl-]>CCCCCCC.C1COCC1>[F:4][C:5]1[C:10]([O:11][CH3:12])=[C:9]([O:13][CH3:14])[CH:8]=[CH:7][C:6]=1[C:15]([OH:17])([CH3:1])[CH3:16] |f:2.3|. Procedure details: A solution of methylmagnesium chloride (3M in THF, 1.74 mL, 5.22 mmol) was added dropwise to a stirred solution of 1-(2-fluoro-3,4-dimethoxyphenyl)ethanone (J. Chem. Soc. Perkin Trans. 2 1994, 547-555) (646 mg, 3.26 mmol) in heptane (3.1 mL) and THF (1.4 mL) at −20° C. under N2. The reaction was allowed to warm to room temperature and was stirred for 4 h. 50% Saturated NH4Cl (20 mL) was added and the mixture was extracted with EtOAc (3×20 mL). The combined extracts were dried (Na2SO4) and concen...